From a dataset of the Open Reaction Database (ORD), a public repository of structured organic reaction records. describe an organic reaction: reactants, conditions, products, and yield Reactants: N,N'-carbonyldiimidazole, CS(=O)(=O)O[C@@H]1C[C@H](N(C1)C(=O)OCC1=CC=C(C=C1)[N+](=O)[O-])C(=O)O (trans-4-methanesulfonyloxy-1-(4-nitrobenzyloxycarbonyl)-L-proline), OCCN1CCNCC1 (1-(2-hydroxyethyl)piperazine). Run in C(C)#N (acetonitrile). Reaction conditions: temperature 40 celsius, time 1 hour. The product is OCCN1CCN(CC1)C(=O)[C@H]1N(C[C@@H](C1)OS(=O)(=O)C)C(=O)OCC1=CC=C(C=C1)[N+](=O)[O-] ((2S,4R)-2-[4-(2-Hydroxyethyl)-1-piperazinylcarbonyl]-4-methanesulfonyloxy-1-(4-nitrobenzyloxycarbonyl)pyrrolidine). Isolated yield 62.2%. As a reaction SMILES: [CH3:1][S:2]([O:5][C@H:6]1[CH2:10][N:9]([C:11]([O:13][CH2:14][C:15]2[CH:20]=[CH:19][C:18]([N+:21]([O-:23])=[O:22])=[CH:17][CH:16]=2)=[O:12])[C@H:8]([C:24]([OH:26])=O)[CH2:7]1)(=[O:4])=[O:3].[OH:27][CH2:28][CH2:29][N:30]1[CH2:35][CH2:34][NH:33][CH2:32][CH2:31]1>C(#N)C>[OH:27][CH2:28][CH2:29][N:30]1[CH2:35][CH2:34][N:33]([C:24]([C@@H:8]2[CH2:7][C@@H:6]([O:5][S:2]([CH3:1])(=[O:4])=[O:3])[CH2:10][N:9]2[C:11]([O:13][CH2:14][C:15]2[CH:16]=[CH:17][C:18]([N+:21]([O-:23])=[O:22])=[CH:19][CH:20]=2)=[O:12])=[O:26])[CH2:32][CH2:31]1. Procedure details: 584 mg of N,N'-carbonyldiimidazole were added to a solution of 1.16 g of trans-4-methanesulfonyloxy-1-(4-nitrobenzyloxycarbonyl)-L-proline in 10 ml of dry acetonitrile, and the resulting mixture was stirred at 40° C. for 1 hour. 586 mg of 1-(2-hydroxyethyl)piperazine were then added to the mixture, whilst ice-cooling, and the resulting mixture was stirred at the same temperature for 35 minutes. The solvent was then removed by distillation under reduced pressure, and the residue was purified in a... Reactants: C(C)(=O)[O-].[NH4+] (ammonium acetate), I(=O)(=O)(=O)[O-].[Na+] (sodium periodate), C(=O)(O)CCC(=O)N[C@@H](CC(O)=O)C(=O)N[C@@H](CCC(O)=O)C(=O)N[C@@H](CC1=C(C=CC=C1)C)C(=O)N[C@@H](C(C)(C)C)C(=O)N[C@@H](CC(C)C)C(=O)N[C@@H](CCCC)B1O[C@@]2([C@H](O1)C[C@H]1C([C@@H]2C1)(C)C)C (N2-[N-[N-[N-[N-(carboxypropionyl)-L-α-aspartyl]-L-α-glutamyl]-2-methyl-L-phenylalanyl]-3-methyl -L-valyl]-N1-[1(R)-(3a(S),4(S),5,6(S),7,7a(R)-hexahydro-3a,5,5-trimethyl-4,6-methano-1,3,2-benzodioxaborol-2-yl)pentyl]-L-leucinamide), I(=O)(=O)(=O)[O-].[Na+] (sodium periodate). Solvent: O (water), O (water), CC(=O)C (acetone). Run at time 22 hour. Yields the product C(=O)(O)CCC(=O)N[C@@H](CC(O)=O)C(=O)N[C@@H](CCC(O)=O)C(=O)N[C@@H](CC1=C(C=CC=C1)C)C(=O)N[C@@H](C(C)(C)C)C(=O)N[C@@H](CC(C)C)C(=O)N[C@@H](CCCC)B(O)O (1(R)-[[N-[N-[N-[N-[N-(3-carboxypropionyl)-L-α-aspartyl]-L-α-glutamyl]-2-methyl-L-phenylalanyl]-3-methyl-L-valyl]-L-leucyl]amino]pentylboronic acid). Yield: 96.8%. Reaction SMILES: [C:1]([CH2:4][CH2:5][C:6]([NH:8][C@H:9]([C:14]([NH:16][C@H:17]([C:23]([NH:25][C@H:26]([C:35]([NH:37][C@H:38]([C:43]([NH:45][C@H:46]([C:51]([NH:53][C@H:54]([B:59]1[O:63][C@@H]2C[C@@H]3C[C@H]([C@]2(C)[O:60]1)C3(C)C)[CH2:55][CH2:56][CH2:57][CH3:58])=[O:52])[CH2:47][CH:48]([CH3:50])[CH3:49])=[O:44])[C:39]([CH3:42])([CH3:41])[CH3:40])=[O:36])[CH2:27][C:28]1[CH:33]=[CH:32][CH:31]=[CH:30][C:29]=1[CH3:34])=[O:24])[CH2:18][CH2:19][C:20](=[O:22])[OH:21])=[O:15])[CH2:10][C:11](=[O:13])[OH:12])=[O:7])([OH:3])=[O:2].C([O-])(=O)C.[NH4+].I([O-])(=O)(=O)=O.[Na+]>CC(C)=O.O>[C:1]([CH2:4][CH2:5][C:6]([NH:8][C@H:9]([C:14]([NH:16][C@H:17]([C:23]([NH:25][C@H:26]([C:35]([NH:37][C@H:38]([C:43]([NH:45][C@H:46]([C:51]([NH:53][C@H:54]([B:59]([OH:60])[OH:63])[CH2:55][CH2:56][CH2:57][CH3:58])=[O:52])[CH2:47][CH:48]([CH3:50])[CH3:49])=[O:44])[C:39]([CH3:42])([CH3:41])[CH3:40])=[O:36])[CH2:27][C:28]1[CH:33]=[CH:32][CH:31]=[CH:30][C:29]=1[CH3:34])=[O:24])[CH2:18][CH2:19][C:20](=[O:21])[OH:22])=[O:15])[CH2:10][C:11](=[O:12])[OH:13])=[O:7])([OH:3])=[O:2] |f:1.2,3.4|. Reported procedure: 0.2 g (0.2 mmol) of N2-[N-[N-[N-[N-(carboxypropionyl)-L-α-aspartyl]-L-α-glutamyl]-2-methyl-L-phenylalanyl]-3-methyl -L-valyl]-N1-[1(R)-(3a(S),4(S),5,6(S),7,7a(R)-hexahydro-3a,5,5-trimethyl-4,6-methano-1,3,2-benzodioxaborol-2-yl)pentyl]-L-leucinamide was dissolved in 12 ml of acetone and 12 ml of 0.1M ammonium acetate in water were added. 0.21 g (1 mmol) of sodium periodate was added and the resulting mixture was stirred at room temperature for 22 hours. 7 ml of water were then added together wit...